From a dataset of the Open Reaction Database (ORD), a public repository of structured organic reaction records. describe an organic reaction: reactants, conditions, products, and yield Starting materials: C[Mg]Br (methylmagnesium bromide), CCOC(=O)C (EtOAc), BrC=1C=C2C(C=3C(=NC(=C(C3)[Si](C)(C)C)F)OC2=CC1)=O (7-bromo-2-fluoro-3-(trimethylsilyl)-5H-chromeno[2,3-b]pyridin-5-one), Cl (HCl). Run in C1CCOC1 (THF), O (water). Product: BrC=1C=C2C(C=3C(=NC(=C(C3)[Si](C)(C)C)F)OC2=CC1)=C (7-bromo-2-fluoro-5-methylene-3-(trimethylsilyl)-5H-chromeno[2,3-b]pyridine). As a reaction SMILES: [Br:1][C:2]1[CH:3]=[C:4]2[C:18](=[CH:19][CH:20]=1)[O:17][C:7]1=[N:8][C:9]([F:16])=[C:10]([Si:12]([CH3:15])([CH3:14])[CH3:13])[CH:11]=[C:6]1[C:5]2=O.[CH3:22][Mg]Br.Cl.CCOC(C)=O>C1COCC1.O>[Br:1][C:2]1[CH:3]=[C:4]2[C:18](=[CH:19][CH:20]=1)[O:17][C:7]1=[N:8][C:9]([F:16])=[C:10]([Si:12]([CH3:15])([CH3:14])[CH3:13])[CH:11]=[C:6]1[C:5]2=[CH2:22]. Reported procedure: 7-bromo-2-fluoro-3-(trimethylsilyl)-5H-chromeno[2,3-b]pyridin-5-one (1.05 g, 2.9 mmol) was dissolved in dry THF (30 mL) and treated with methylmagnesium bromide (3.0 M in diethyl ether, 2.0 mL, 6.00 mmol). After 15 minutes 5N HCl (30 mL) was added followed by EtOAc (100 mL) and water (100 mL). The phases were mixed and separated and the organics were dried with magnesium sulfate before evaporating to dryness under reduced pressure. Purification using silica chromatography (hexane to dichlorometh... Reaction SMILES: [CH2:60]1[O:61][CH2:62][CH2:63][CH2:64]1.[CH3:18][O:19][C:20]([c:21]1[cH:22][n:23][c:24]([OH:27])[cH:25][cH:26]1)=[O:28].[O:48]=[C:49]([O:50][CH2:51][CH3:52])[N:53]=[N:54][C:55]([O:56][CH2:57][CH3:58])=[O:59].[c:1]1(-[c:7]2[n:8][o:9][c:10]([C:14]([F:15])([F:16])[F:17])[c:11]2[CH2:12][OH:13])[cH:2][cH:3][cH:4][cH:5][cH:6]1.[c:29]1([P:30]([c:31]2[cH:32][cH:33][cH:34][cH:35][cH:36]2)[c:37]2[cH:38][cH:39][cH:40][cH:41][cH:42]2)[cH:43][cH:44][cH:45][cH:46][cH:47]1>>[c:1]1(-[c:7]2[n:8][o:9][c:10]([C:14]([F:15])([F:16])[F:17])[c:11]2[CH2:12][O:13][c:24]2[n:23][cH:22][c:21]([C:20]([O:19][CH3:18])=[O:28])[cH:26][cH:25]2)[cH:2][cH:3][cH:4][cH:5][cH:6]1. Reactants: C1CCOC1, COC(=O)c1ccc(O)nc1, CCOC(=O)N=NC(=O)OCC, OCc1c(-c2ccccc2)noc1C(F)(F)F, c1ccc(P(c2ccccc2)c2ccccc2)cc1. Product: COC(=O)c1ccc(OCc2c(-c3ccccc3)noc2C(F)(F)F)nc1. Starting materials: C[O-], CO, [Na+], CC(=O)NCC1CN(c2ccc(N3CCC4(CC3)CO4)c(F)c2)C(=O)O1. Yields the product COCC1(O)CCN(c2ccc(N3CC(CNC(C)=O)OC3=O)cc2F)CC1. As a reaction SMILES: [CH3:27][O-:28].[CH3:30][OH:31].[Na+:29].[O:1]1[CH2:2][C:3]12[CH2:4][CH2:5][N:6]([c:9]1[c:10]([F:26])[cH:11][c:12]([N:15]3[C:16](=[O:25])[O:17][CH:18]([CH2:20][NH:21][C:22]([CH3:23])=[O:24])[CH2:19]3)[cH:13][cH:14]1)[CH2:7][CH2:8]2>>[OH:1][C:3]1([CH2:2][O:28][CH3:27])[CH2:4][CH2:5][N:6]([c:9]2[c:10]([F:26])[cH:11][c:12]([N:15]3[C:16](=[O:25])[O:17][CH:18]([CH2:20][NH:21][C:22]([CH3:23])=[O:24])[CH2:19]3)[cH:13][cH:14]2)[CH2:7][CH2:8]1. The yield is 66.7%. Conditions: time 30 minute. Reported procedure: To a solution of N-(4-chlorobenzyl)-6-(3-hydroxy-1-propynyl)-1,7-dimethyl-4-oxo-1,4-dihydro[1,8]naphthyridine-3-carboxamide (0.12 g, 0.30 mmol) in CH2Cl2 (20 mL) and MeOH (3 mL) is added 10% Pd/C (21 mg). The reaction is subjected to hydrogenation at 18 psi for 30 min. The reaction is filtered over Celite and monitored to determine the extent of the reaction. Fresh catalyst is added and the reaction is placed under hydrogen at 18 psi again. After another 30 minutes, the reaction is complete. The... Run in C(Cl)Cl (CH2Cl2), CO (MeOH). The product is ClC1=CC=C(CNC(=O)C2=CN(C3=NC(=C(C=C3C2=O)CCCO)C)C)C=C1 (N-(4-Chlorobenzyl)-6-(3-hydroxypropyl)-1,7-dimethyl-4-oxo-1,4-dihydro[1,8]naphthyridine-3-carboxamide). The reagents and catalysts are [Pd] (Pd/C). RXN SMILES: [Cl:1][C:2]1[CH:28]=[CH:27][C:5]([CH2:6][NH:7][C:8]([C:10]2[C:19](=[O:20])[C:18]3[C:13](=[N:14][C:15]([CH3:25])=[C:16]([C:21]#[C:22][CH2:23][OH:24])[CH:17]=3)[N:12]([CH3:26])[CH:11]=2)=[O:9])=[CH:4][CH:3]=1>C(Cl)Cl.CO.[Pd]>[Cl:1][C:2]1[CH:3]=[CH:4][C:5]([CH2:6][NH:7][C:8]([C:10]2[C:19](=[O:20])[C:18]3[C:13](=[N:14][C:15]([CH3:25])=[C:16]([CH2:21][CH2:22][CH2:23][OH:24])[CH:17]=3)[N:12]([CH3:26])[CH:11]=2)=[O:9])=[CH:27][CH:28]=1. Starting materials: ClC1=CC=C(CNC(=O)C2=CN(C3=NC(=C(C=C3C2=O)C#CCO)C)C)C=C1 (N-(4-chlorobenzyl)-6-(3-hydroxy-1-propynyl)-1,7-dimethyl-4-oxo-1,4-dihydro[1,8]naphthyridine-3-carboxamide). Reactants: COC=1C=C2C=CN=CC2=CC1C1=NC=CC=C1 (6-Methoxy-7-pyridin-2-yl-isoquinoline), C[S-].[Na+] (sodium thiomethoxide). Run in CN(C=O)C (N,N-dimethylformamide). Reaction conditions: temperature 150 celsius, time 4 hour. Yields the product N1=C(C=CC=C1)C1=C(C=C2C=CN=CC2=C1)O (7-pyridin-2-yl-isoquinolin-6-ol). Isolated yield 27.0%. As a reaction SMILES: C[O:2][C:3]1[CH:4]=[C:5]2[C:10](=[CH:11][C:12]=1[C:13]1[CH:18]=[CH:17][CH:16]=[CH:15][N:14]=1)[CH:9]=[N:8][CH:7]=[CH:6]2.C[S-].[Na+]>CN(C)C=O>[N:14]1[CH:15]=[CH:16][CH:17]=[CH:18][C:13]=1[C:12]1[CH:11]=[C:10]2[C:5]([CH:6]=[CH:7][N:8]=[CH:9]2)=[CH:4][C:3]=1[OH:2] |f:1.2|. Procedure details: 6-Methoxy-7-pyridin-2-yl-isoquinoline (118 mg) and sodium thiomethoxide (350 mg) were suspended in N,N-dimethylformamide (3 ml), and the mixture was stirred at 150° C. for 4 hr. The reaction solution was cooled to room temperature, the reaction solution was then filtered, and the solvent was removed from the filtrate by distillation under the reduced pressure. The residue was purified by thin layer chromatography using chloroform-methanol to give 7-pyridin-2-yl-isoquinolin-6-ol (30 mg, yield 27%... Reactants: CC(=O)O[BH-](OC(C)=O)OC(C)=O, COC(=O)C1CN(CCn2c(=O)ccc3c(F)cc(F)cc32)CCC1N, [Na+], O=Cc1cc2c(cn1)OCCO2. Yields the product COC(=O)C1CN(CCn2c(=O)ccc3c(F)cc(F)cc32)CCC1NCc1cc2c(cn1)OCCO2. Reaction SMILES: [C:39]([O:40][BH-:41]([O:42][C:43](=[O:44])[CH3:45])[O:46][C:47](=[O:48])[CH3:49])(=[O:50])[CH3:51].[NH2:1][CH:2]1[CH:3]([C:23](=[O:24])[O:25][CH3:26])[CH2:4][N:5]([CH2:8][CH2:9][n:10]2[c:11](=[O:22])[cH:12][cH:13][c:14]3[c:15]([F:21])[cH:16][c:17]([F:20])[cH:18][c:19]23)[CH2:6][CH2:7]1.[Na+:52].[O:27]1[CH2:28][CH2:29][O:30][c:31]2[cH:32][n:33][c:34]([CH:37]=[O:38])[cH:35][c:36]21>>[NH:1]([CH:2]1[CH:3]([C:23](=[O:24])[O:25][CH3:26])[CH2:4][N:5]([CH2:8][CH2:9][n:10]2[c:11](=[O:22])[cH:12][cH:13][c:14]3[c:15]([F:21])[cH:16][c:17]([F:20])[cH:18][c:19]23)[CH2:6][CH2:7]1)[CH2:37][c:34]1[n:33][cH:32][c:31]2[c:36]([cH:35]1)[O:27][CH2:28][CH2:29][O:30]2.